The task is: describe an organic reaction: reactants, conditions, products, and yield. This data is from the Open Reaction Database (ORD), a public repository of structured organic reaction records. Reactants: O=C([O-])O, ClC(Cl)Cl, Cl, [Na+], COC(=O)C1CN(CC#Cc2cc(F)cc(F)c2F)CCC1CCC(=O)c1ccnc2ccc(OC)cc12, O. Product: COc1ccc2nccc(C(=O)CCC3CCN(CC#Cc4cc(F)cc(F)c4F)CC3C(=O)O)c2c1. As a reaction SMILES: [C:41](=[O:42])([O-:43])[OH:44].[CH:46]([Cl:47])([Cl:48])[Cl:49].[ClH:39].[Na+:45].[O:1]=[C:2]([CH2:3][CH2:4][CH:5]1[CH:6]([C:23](=[O:24])[O:25][CH3:26])[CH2:7][N:8]([CH2:11][C:12]#[C:13][c:14]2[c:15]([F:22])[c:16]([F:21])[cH:17][c:18]([F:20])[cH:19]2)[CH2:9][CH2:10]1)[c:27]1[cH:28][cH:29][n:30][c:31]2[cH:32][cH:33][c:34]([O:37][CH3:38])[cH:35][c:36]12.[OH2:40]>>[O:1]=[C:2]([CH2:3][CH2:4][CH:5]1[CH:6]([C:23](=[O:24])[OH:25])[CH2:7][N:8]([CH2:11][C:12]#[C:13][c:14]2[c:15]([F:22])[c:16]([F:21])[cH:17][c:18]([F:20])[cH:19]2)[CH2:9][CH2:10]1)[c:27]1[cH:28][cH:29][n:30][c:31]2[cH:32][cH:33][c:34]([O:37][CH3:38])[cH:35][c:36]12. Solvent: O (water). Reactants: NO (hydroxylamine), [N+](=O)([O-])C1=CC=C(C=C1)S(=O)(=O)N1CCCCC1 (1-(4-Nitro-benzenesulfonyl)-piperidine), [Cl-].[NH4+] (ammonium chloride), C(C)O (ethanol). RXN SMILES: [N+:1]([C:4]1[CH:9]=[CH:8][C:7]([S:10]([N:13]2[CH2:18][CH2:17][CH2:16][CH2:15][CH2:14]2)(=[O:12])=[O:11])=[CH:6][CH:5]=1)([O-])=O.[Cl-].[NH4+].C(O)C.NO>[Fe].O>[N:13]1([S:10]([C:7]2[CH:6]=[CH:5][C:4]([NH2:1])=[CH:9][CH:8]=2)(=[O:12])=[O:11])[CH2:14][CH2:15][CH2:16][CH2:17][CH2:18]1 |f:1.2|. Product: N1(CCCCC1)S(=O)(=O)C1=CC=C(C=C1)N (4-(piperidine-1-sulfonyl)-phenylamine). Procedure: 1-(4-Nitro-benzenesulfonyl)-piperidine (30 g) was mixed with iron powder (50 g), ammonium chloride (50 g), ethanol (200 ml) and water (50 ml). The mixture was heated under reflux conditions for 2 h. LCMS showed that the reduction goes through a hydroxylamine intermediate. The mixture was filtered through Celite while hot and the iron residues washed with warm ethanol, ethyl acetate, water and dichloromethane. All volatiles were removed under reduced pressure and the residue partitioned between w... The reagents and catalysts are [Fe] (iron). The reactants are CC1(C)CCC(C)(C)c2cc(Cc3cccs3)c(C=O)cc21, CCOC(=O)c1ccc(C=Cc2cc3c(cc2Cc2cccs2)C(C)(C)CCC3(C)C)cc1. The product is CC1(C)CCC(C)(C)c2cc(Cc3cccs3)c(C=Cc3ccc(C(=O)O)cc3)cc21. RXN SMILES: [CH:1]([c:2]1[c:3]([CH2:4][c:5]2[s:6][cH:7][cH:8][cH:9]2)[cH:10][c:11]2[c:20]([cH:21]1)[C:17]([CH3:18])([CH3:19])[CH2:16][CH2:15][C:12]2([CH3:13])[CH3:14])=[O:22].[s:23]1[c:24]([CH2:28][c:29]2[c:30]([CH:43]=[CH:44][c:45]3[cH:46][cH:47][c:48]([C:49](=[O:50])[O:51][CH2:52][CH3:53])[cH:54][cH:55]3)[cH:31][c:32]3[c:37]([cH:38]2)[C:36]([CH3:39])([CH3:40])[CH2:35][CH2:34][C:33]3([CH3:41])[CH3:42])[cH:25][cH:26][cH:27]1>>[s:23]1[c:24]([CH2:28][c:29]2[c:30]([CH:43]=[CH:44][c:45]3[cH:46][cH:47][c:48]([C:49](=[O:50])[OH:51])[cH:54][cH:55]3)[cH:31][c:32]3[c:37]([cH:38]2)[C:36]([CH3:39])([CH3:40])[CH2:35][CH2:34][C:33]3([CH3:41])[CH3:42])[cH:25][cH:26][cH:27]1. Starting materials: FC(=C(C(F)(F)F)C=1C=CC(=C(C=O)C1)OC)F (5-[2,2-Difluoro-1-(trifluoromethyl)ethenyl]-2-methoxybenzaldehyde), NC1C(N(CCC1)C(=O)OC(C)(C)C)C1=CC=CC=C1 (3-Amino-1-tert-butoxycarbonyl-2-phenylpiperidine), Compound 13. Product: C(C)(C)(C)OC(=O)N1[C@H]([C@H](CCC1)NCC1=C(C=CC(=C1)C(=C(F)F)C(F)(F)F)OC)C1=CC=CC=C1 ((2S,3S)-1-tert-Butoxycarbonyl-3-[5-[2,2-difluoro-1-(trifluoromethyl)ethenyl]-2-methoxybenzyl]amino-2-phenylpiperidine). As a reaction SMILES: [F:1][C:2]([F:18])=[C:3]([C:8]1[CH:9]=[CH:10][C:11]([O:16][CH3:17])=[C:12]([CH:15]=1)[CH:13]=O)[C:4]([F:7])([F:6])[F:5].[NH2:19][CH:20]1[CH2:25][CH2:24][CH2:23][N:22]([C:26]([O:28][C:29]([CH3:32])([CH3:31])[CH3:30])=[O:27])[CH:21]1[C:33]1[CH:38]=[CH:37][CH:36]=[CH:35][CH:34]=1>>[C:29]([O:28][C:26]([N:22]1[CH2:23][CH2:24][CH2:25][C@H:20]([NH:19][CH2:13][C:12]2[CH:15]=[C:8]([C:3]([C:4]([F:7])([F:6])[F:5])=[C:2]([F:18])[F:1])[CH:9]=[CH:10][C:11]=2[O:16][CH3:17])[C@@H:21]1[C:33]1[CH:38]=[CH:37][CH:36]=[CH:35][CH:34]=1)=[O:27])([CH3:32])([CH3:30])[CH3:31]. Procedure details: This compound was prepared from Compound 79 and Compound 12 in the same manner of Compound 13.